Dataset: the Open Reaction Database (ORD), a public repository of structured organic reaction records. Task: describe an organic reaction: reactants, conditions, products, and yield The reactants are [BH4-], CS(=O)(=O)c1ccc(-n2cc(C=O)cn2)cc1, CO, [Na+]. The product is CS(=O)(=O)c1ccc(-n2cc(CO)cn2)cc1. As a reaction SMILES: [BH4-:18].[CH3:1][S:2](=[O:3])(=[O:4])[c:5]1[cH:6][cH:7][c:8](-[n:11]2[n:12][cH:13][c:14]([CH:16]=[O:17])[cH:15]2)[cH:9][cH:10]1.[CH3:20][OH:21].[Na+:19]>>[CH3:1][S:2](=[O:3])(=[O:4])[c:5]1[cH:6][cH:7][c:8](-[n:11]2[n:12][cH:13][c:14]([CH2:16][OH:17])[cH:15]2)[cH:9][cH:10]1. Starting materials: ClC=1C=C2C=3CCNC(C3NC2=CC1)C1(CCC1)C=O (1-(6-Chloro2,3,4,9-tetrahydro-1H-β-carbolin-1-yl)cyclobutanecarbaldehyde), solution, C(C)[Mg]Br (ethylmagnesium bromide). Run in O1CCCC1 (tetrahydrofuran), O1CCCC1 (tetrahydrofuran). Product: ClC=1C=C2C=3CCNC(C3NC2=CC1)C1(CCC1)C(CC)O (1-[1-(6-Chloro-2,3,4,9-tetrahydro-1H-β-carbolin-1-yl)cyclobutyl]-1-propanol). RXN SMILES: [Cl:1][C:2]1[CH:3]=[C:4]2[C:12](=[CH:13][CH:14]=1)[NH:11][C:10]1[CH:9]([C:15]3([CH:19]=[O:20])[CH2:18][CH2:17][CH2:16]3)[NH:8][CH2:7][CH2:6][C:5]2=1.[CH2:21]([Mg]Br)[CH3:22]>O1CCCC1>[Cl:1][C:2]1[CH:3]=[C:4]2[C:12](=[CH:13][CH:14]=1)[NH:11][C:10]1[CH:9]([C:15]3([CH:19]([OH:20])[CH2:21][CH3:22])[CH2:18][CH2:17][CH2:16]3)[NH:8][CH2:7][CH2:6][C:5]2=1. Reported procedure: 2.32 g of the compound obtained in Step A of Example 115 in 150 ml of tetrahydrofuran are stirred for 4 hours at −30° C., under an inert atmosphere, in the presence of 15 ml of a 1M solution of ethylmagnesium bromide in tetrahydrofuran. After returning to ambient temperature, the mixture is worked up in conventional manner, then concentrated under reduced pressure, enabling the expected product to be isolated. Reaction SMILES: [C:12]([O:13][O:14][C:15](=[O:16])[c:17]1[cH:18][cH:19][cH:20][cH:21][cH:22]1)(=[O:23])[c:24]1[cH:25][cH:26][cH:27][cH:28][cH:29]1.[C:35]([Cl:36])([Cl:37])([Cl:38])[Cl:39].[CH2:30]1[CH2:31][CH2:32][NH:33][CH2:34]1.[CH3:1][c:2]1[cH:3][cH:4][c:5]([C:8](=[O:9])[O:10][CH3:11])[cH:6][n:7]1>>[CH2:1]([c:2]1[cH:3][cH:4][c:5]([C:8](=[O:9])[O:10][CH3:11])[cH:6][n:7]1)[N:33]1[CH2:32][CH2:31][CH2:30][CH2:34]1. Reactants: O=C(OOC(=O)c1ccccc1)c1ccccc1, ClC(Cl)(Cl)Cl, C1CCNC1, COC(=O)c1ccc(C)nc1. Yields the product COC(=O)c1ccc(CN2CCCC2)nc1. Product: CSc1nc2c(c(Nc3ccc(C(F)(F)F)cc3)n1)CCN(c1ncccc1S(C)(=O)=O)C2. Reaction SMILES: [CH:35]([N:36]([CH2:37][CH3:38])[CH:39]([CH3:40])[CH3:41])([CH3:42])[CH3:43].[Cl:24][c:25]1[n:26][cH:27][cH:28][cH:29][c:30]1[S:31](=[O:32])(=[O:33])[CH3:34].[F:1][C:2]([c:3]1[cH:4][cH:5][c:6]([NH:9][c:10]2[c:11]3[c:12]([n:13][c:14]([S:16][CH3:17])[n:15]2)[CH2:18][NH:19][CH2:20][CH2:21]3)[cH:7][cH:8]1)([F:22])[F:23].[O:44]1[CH2:45][CH2:46][O:47][CH2:48][CH2:49]1>>[F:1][C:2]([c:3]1[cH:4][cH:5][c:6]([NH:9][c:10]2[c:11]3[c:12]([n:13][c:14]([S:16][CH3:17])[n:15]2)[CH2:18][N:19]([c:25]2[n:26][cH:27][cH:28][cH:29][c:30]2[S:31](=[O:32])(=[O:33])[CH3:34])[CH2:20][CH2:21]3)[cH:7][cH:8]1)([F:22])[F:23]. The reactants are CCN(C(C)C)C(C)C, CS(=O)(=O)c1cccnc1Cl, CSc1nc2c(c(Nc3ccc(C(F)(F)F)cc3)n1)CCNC2, C1COCCO1.